This data is from the Open Reaction Database (ORD), a public repository of structured organic reaction records. The task is: describe an organic reaction: reactants, conditions, products, and yield The reactants are BrC=1C(=C(C(N(C1)C1=C(C=CC=C1)C)=O)C#N)Cl (5-bromo-4-chloro-1-(2-methylphenyl)-2-oxo-1,2-dihydropyridine-3-carbonitrile), C1(=CC=CC=C1)B(O)O (phenylboronic acid), C([O-])([O-])=O.[Na+].[Na+] (sodium carbonate), COCCOC (1,2-dimethoxyethane). Reagents/catalysts: C=1C=CC(=CC1)[P](C=2C=CC=CC2)(C=3C=CC=CC3)[Pd]([P](C=4C=CC=CC4)(C=5C=CC=CC5)C=6C=CC=CC6)([P](C=7C=CC=CC7)(C=8C=CC=CC8)C=9C=CC=CC9)[P](C=1C=CC=CC1)(C=1C=CC=CC1)C=1C=CC=CC1 (tetrakis(triphenylphosphine)palladium(0)). The solvent is O (water). Reaction conditions: temperature 90 celsius. The product is ClC1=C(C(N(C=C1C1=CC=CC=C1)C1=C(C=CC=C1)C)=O)C#N (4-chloro-1-(2-methylphenyl)-2-oxo-5-phenyl-1,2-dihydropyridine-3-carbonitrile). Yield: 64.3%. RXN SMILES: Br[C:2]1[C:3]([Cl:18])=[C:4]([C:16]#[N:17])[C:5](=[O:15])[N:6]([C:8]2[CH:13]=[CH:12][CH:11]=[CH:10][C:9]=2[CH3:14])[CH:7]=1.[C:19]1(B(O)O)[CH:24]=[CH:23][CH:22]=[CH:21][CH:20]=1.C(=O)([O-])[O-].[Na+].[Na+].COCCOC>C1C=CC([P]([Pd]([P](C2C=CC=CC=2)(C2C=CC=CC=2)C2C=CC=CC=2)([P](C2C=CC=CC=2)(C2C=CC=CC=2)C2C=CC=CC=2)[P](C2C=CC=CC=2)(C2C=CC=CC=2)C2C=CC=CC=2)(C2C=CC=CC=2)C2C=CC=CC=2)=CC=1.O>[Cl:18][C:3]1[C:2]([C:19]2[CH:24]=[CH:23][CH:22]=[CH:21][CH:20]=2)=[CH:7][N:6]([C:8]2[CH:13]=[CH:12][CH:11]=[CH:10][C:9]=2[CH3:14])[C:5](=[O:15])[C:4]=1[C:16]#[N:17] |f:2.3.4,^1:43,45,64,83|. Reported procedure: A mixture of 5-bromo-4-chloro-1-(2-methylphenyl)-2-oxo-1,2-dihydropyridine-3-carbonitrile obtained in Step A (400 mg), phenylboronic acid (211 mg), tetrakis(triphenylphosphine)palladium(0) (143 mg), aqueous sodium carbonate solution (2 M, 1.24 mL) and 1,2-dimethoxyethane (4.0 mL) was heated with microwave irradiation at 90° C. for 1 hr. The reaction mixture was cooled to room temperature, and water was added thereto, and the mixture was extracted with ethyl acetate. The extract was washed with w... Reactants: BrC=1C=NC=C(C1)C1CC(=NN1C1=C(C=C(C=C1)F)F)C(C(F)(F)F)(F)F (5-(3-Bromo-pyridin-5-yl)-1-(2,4-difluoro-phenyl)-3-pentafluoroethyl-4,5-dihydro-1H-pyrazole), C(=O)(OC(C)(C)C)N1CCNCC1 (1-BOC-piperazine), C=1C=CC(=CC1)P(C=2C=CC=CC2)C3=CC=C4C=CC=CC4=C3C5=C6C=CC=CC6=CC=C5P(C=7C=CC=CC7)C=8C=CC=CC8 (BINAP), CC(C)([O-])C.[Na+] (sodium t-butoxide). Reagents/catalysts: C=1C=CC(=CC1)/C=C/C(=O)/C=C/C2=CC=CC=C2.C=1C=CC(=CC1)/C=C/C(=O)/C=C/C2=CC=CC=C2.C=1C=CC(=CC1)/C=C/C(=O)/C=C/C2=CC=CC=C2.[Pd].[Pd] (Pd2(dba)3). Solvent: C1(=CC=CC=C1)C (toluene). Reaction conditions: temperature 100 celsius, time 12 hour. The product is C(=O)(OC(C)(C)C)N1CCN(CC1)C=1C=NC=C(C1)C1CC(=NN1C1=C(C=C(C=C1)F)F)C(C(F)(F)F)(F)F (5-[3-(4-BOC-piperazin-1-yl)-pyridin-5-yl]-1-(2,4-difluoro-phenyl)-3-pentafluoroethyl-4,5-dihydro-1H-pyrazole). Yield: 52.2%. RXN SMILES: Br[C:2]1[CH:3]=[N:4][CH:5]=[C:6]([CH:8]2[N:12]([C:13]3[CH:18]=[CH:17][C:16]([F:19])=[CH:15][C:14]=3[F:20])[N:11]=[C:10]([C:21]([F:27])([F:26])[C:22]([F:25])([F:24])[F:23])[CH2:9]2)[CH:7]=1.[C:28]([N:35]1[CH2:40][CH2:39][NH:38][CH2:37][CH2:36]1)([O:30][C:31]([CH3:34])([CH3:33])[CH3:32])=[O:29].C1C=CC(P(C2C(C3C(P(C4C=CC=CC=4)C4C=CC=CC=4)=CC=C4C=3C=CC=C4)=C3C(C=CC=C3)=CC=2)C2C=CC=CC=2)=CC=1.CC(C)([O-])C.[Na+]>C1C=CC(/C=C/C(/C=C/C2C=CC=CC=2)=O)=CC=1.C1C=CC(/C=C/C(/C=C/C2C=CC=CC=2)=O)=CC=1.C1C=CC(/C=C/C(/C=C/C2C=CC=CC=2)=O)=CC=1.[Pd].[Pd].C1(C)C=CC=CC=1>[C:28]([N:35]1[CH2:36][CH2:37][N:38]([C:2]2[CH:3]=[N:4][CH:5]=[C:6]([CH:8]3[N:12]([C:13]4[CH:18]=[CH:17][C:16]([F:19])=[CH:15][C:14]=4[F:20])[N:11]=[C:10]([C:21]([F:27])([F:26])[C:22]([F:25])([F:24])[F:23])[CH2:9]3)[CH:7]=2)[CH2:39][CH2:40]1)([O:30][C:31]([CH3:34])([CH3:33])[CH3:32])=[O:29] |f:3.4,5.6.7.8.9|. Procedure: 5-(3-Bromo-pyridin-5-yl)-1-(2,4-difluoro-phenyl)-3-pentafluoroethyl-4,5-dihydro-1H-pyrazole (340.0 mg, 0.75 mmol) prepared in Step 4 of Preparation 10, 1-BOC-piperazine (208.0 mg, 1.12 mmol), Pd2(dba)3 (34.1 mg, cat.), BINAP (46.4 mg, cat.) and sodium t-butoxide (128.9 mg, 1.34 mmol) were added to toluene (10.0 mL). The reaction mixture was stirred at 100° C. for 12 hours and then filtered through celite pad. A saturated solution of ammonium chloride was added to the filtrate, which was then ext... Reactants: C1CCOC1, CO, COC(=O)C=C(C)c1cccc(OC)c1, [Na+], [OH-], O. The product is COc1cccc(C(C)=CC(=O)O)c1. As a reaction SMILES: [CH2:21]1[O:22][CH2:23][CH2:24][CH2:25]1.[CH3:19][OH:20].[CH3:1][O:2][C:3]([CH:4]=[C:5]([CH3:6])[c:7]1[cH:8][c:9]([O:13][CH3:14])[cH:10][cH:11][cH:12]1)=[O:15].[Na+:17].[OH-:16].[OH2:18]>>[O:2]=[C:3]([CH:4]=[C:5]([CH3:6])[c:7]1[cH:8][c:9]([O:13][CH3:14])[cH:10][cH:11][cH:12]1)[OH:15]. Reactants: O=C1N(C(C2=CC=CC=C12)=O)CCN1C(C(=C(C2=NC=C(C=C12)CC1=CC=C(C=C1)F)O)C(=O)OCC)=O (ethyl 1-[2-(1,3-dioxo-1,3-dihydro-2H-isoindol-2-yl)ethyl]-7-[(4-fluorophenyl)methyl]-4-hydroxy-2-oxo-1,2-dihydro-1,5-naphthyridine-3-carboxylate), NCCOCCO (2-[(2-aminoethyl)oxy]ethanol), NN (hydrazine). The solvent is CCO (EtOH), CCO (EtOH), O (water). Reaction conditions: time 8 hour. The product is NCCN1C(C(=C(C2=NC=C(C=C12)CC1=CC=C(C=C1)F)O)C(=O)NCCOCCO)=O (1-(2-aminoethyl)-7-[(4-fluorophenyl)methyl]-4-hydroxy-N-{2-[(2-hydroxyethyl)oxy]ethyl}-2-oxo-1,2-dihydro-1,5-naphthyridine-3-carboxamide). Reaction SMILES: O=C1C2C(=CC=CC=2)C(=O)[N:3]1[CH2:12][CH2:13][N:14]1[C:23]2[C:18](=[N:19][CH:20]=[C:21]([CH2:24][C:25]3[CH:30]=[CH:29][C:28]([F:31])=[CH:27][CH:26]=3)[CH:22]=2)[C:17]([OH:32])=[C:16]([C:33](OCC)=[O:34])[C:15]1=[O:38].[NH2:39][CH2:40][CH2:41][O:42][CH2:43][CH2:44][OH:45].NN>CCO.O>[NH2:3][CH2:12][CH2:13][N:14]1[C:23]2[C:18](=[N:19][CH:20]=[C:21]([CH2:24][C:25]3[CH:26]=[CH:27][C:28]([F:31])=[CH:29][CH:30]=3)[CH:22]=2)[C:17]([OH:32])=[C:16]([C:33]([NH:39][CH2:40][CH2:41][O:42][CH2:43][CH2:44][OH:45])=[O:34])[C:15]1=[O:38]. Procedure: A solution of ethyl 1-[2-(1,3-dioxo-1,3-dihydro-2H-isoindol-2-yl)ethyl]-7-[(4-fluorophenyl)methyl]-4-hydroxy-2-oxo-1,2-dihydro-1,5-naphthyridine-3-carboxylate (0.252 g, 0.49 mmol) in EtOH (15 mL) under nitrogen was treated with 2-[(2-aminoethyl)oxy]ethanol (0.176 mL, 2.44 mmol) for 15 min.@150° C. in a microwave vessel. Transferred the mixture to a test tube, diluted with EtOH (30 mL), and treated with hydrazine (0.4 mL, 13 mmol)@50° C. overnight. After the reaction was cooled to ambient tempera... The reactants are O (water), C[Si](C)(C)Cl (TMSCl), C(C)(=O)N1CCC2(N[C@H](C(N2)=O)CC2=CC=CC=C2)CC1 (8-Acetyl-3-(S)-benzyl-1,4,8-triazaspiro[4,5]decan-2-one). The solvent is CC(=O)CC (ethyl methyl ketone). Conditions: time 8 hour. Yields the product Cl.C(C)(=O)N1CCC2(N[C@H](C(N2)=O)CC2=CC=CC=C2)CC1 (8-acetyl-3-(S)-benzyl-1,4,8-triazaspiro[4,5]decan-2-one hydrochloride). As a reaction SMILES: [C:1]([N:4]1[CH2:21][CH2:20][C:7]2([NH:11][C:10](=[O:12])[C@H:9]([CH2:13][C:14]3[CH:19]=[CH:18][CH:17]=[CH:16][CH:15]=3)[NH:8]2)[CH2:6][CH2:5]1)(=[O:3])[CH3:2].O.C[Si]([Cl:27])(C)C>CC(CC)=O>[ClH:27].[C:1]([N:4]1[CH2:5][CH2:6][C:7]2([NH:11][C:10](=[O:12])[C@H:9]([CH2:13][C:14]3[CH:19]=[CH:18][CH:17]=[CH:16][CH:15]=3)[NH:8]2)[CH2:20][CH2:21]1)(=[O:3])[CH3:2] |f:4.5|. Procedure: 8-Acetyl-3-(S)-benzyl-1,4,8-triazaspiro[4,5]decan-2-one (300 mg, 1.0 mmol) was dissolved in ethyl methyl ketone (2 ml), treated with water (21 μL) and TMSCl (290 μL) and stirred overnight. The solid precipitated in this process was filtered off, washed with ether and dried in vacuo. The product 8-acetyl-3-(S)-benzyl-1,4,8-triazaspiro[4,5]decan-2-one hydrochloride was obtained in a yield of 330 mg (96%). The reactants are N1(C=NC=C1)C(CCO)(C)C (3-Imidazol-1-yl-3-methyl-butan-1-ol), C1=CC=C(C=C1)P(C2=CC=CC=C2)C3=CC=CC=C3 (PPh3), CCOC(=O)/N=N/C(=O)OCC (DEAD), ClC1=CC=C(C=C1)N(C(C)=O)[C@@H]1C[C@@H](N(C2=CC=CC=C12)C(C1=CC=C(C=C1)O)=O)C ((2S,4R)-N-(4-chloro-phenyl)-N-[1-(4-hydroxy-benzoyl)-2-methyl-1,2,3,4-tetrahydro-quinolin-4-yl]-acetamide). The solvent is C1=CC=CC=C1 (benzene). Conditions: time 5 minute. Product: ClC1=CC=C(C=C1)N(C(C)=O)[C@@H]1C[C@@H](N(C2=CC=CC=C12)C(C1=CC=C(C=C1)OCCC(C)(C)N1C=NC=C1)=O)C ((2S,4R)-N-(4-Chloro-phenyl)-N-{1-[4-(3-imidazol-1-yl-3-methyl-butoxy)-benzoyl]-2-methyl-1,2,3,4-tetrahydro-quinolin-4-yl}-acetamide). Isolated yield 46.0%. As a reaction SMILES: [N:1]1([C:6]([CH3:11])([CH3:10])[CH2:7][CH2:8][OH:9])[CH:5]=[CH:4][N:3]=[CH:2]1.C1C=CC(P(C2C=CC=CC=2)C2C=CC=CC=2)=CC=1.[Cl:31][C:32]1[CH:37]=[CH:36][C:35]([N:38]([C@H:42]2[C:51]3[C:46](=[CH:47][CH:48]=[CH:49][CH:50]=3)[N:45]([C:52](=[O:60])[C:53]3[CH:58]=[CH:57][C:56](O)=[CH:55][CH:54]=3)[C@@H:44]([CH3:61])[CH2:43]2)[C:39](=[O:41])[CH3:40])=[CH:34][CH:33]=1.CCOC(/N=N/C(OCC)=O)=O>C1C=CC=CC=1>[Cl:31][C:32]1[CH:33]=[CH:34][C:35]([N:38]([C@H:42]2[C:51]3[C:46](=[CH:47][CH:48]=[CH:49][CH:50]=3)[N:45]([C:52](=[O:60])[C:53]3[CH:58]=[CH:57][C:56]([O:9][CH2:8][CH2:7][C:6]([N:1]4[CH:5]=[CH:4][N:3]=[CH:2]4)([CH3:11])[CH3:10])=[CH:55][CH:54]=3)[C@@H:44]([CH3:61])[CH2:43]2)[C:39](=[O:41])[CH3:40])=[CH:36][CH:37]=1. Procedure details: 3-Imidazol-1-yl-3-methyl-butan-1-ol was dissolved in benzene at room temperature with PPh3 (0.088 g, 0.33 mmol) added (2S,4R)-N-(4-chloro-phenyl)-N-[1-(4-hydroxy-benzoyl)-2-methyl-1,2,3,4-tetrahydro-quinolin-4-yl]-acetamide (0.133 g, 0.30 mmol) and stirred for 5 min. DEAD (0.058 g, 0.33 mmol) was added and the reaction was stirred for 18 h at room temperature. The reaction was concentrated and purified by silica gel chromatography (4% MeOH/96% CH2Cl2 to 5% MeOH/95% CH2Cl2 to 6% MeOH/94% CH2Cl2) ... Reactants: C=CCC1CCCC(O[Si](c2ccccc2)(c2ccccc2)C(C)(C)C)C1, COC(C)(C)C, CCOCC, [O-][I+3]([O-])([O-])[O-], [Na+], O. Product: CC(C)(C)[Si](OC1CCCC(CC=O)C1)(c1ccccc1)c1ccccc1. Reaction SMILES: [CH2:1]([CH:2]=[CH2:3])[CH:4]1[CH2:5][CH:6]([O:10][Si:11]([c:12]2[cH:13][cH:14][cH:15][cH:16][cH:17]2)([c:18]2[cH:19][cH:20][cH:21][cH:22][cH:23]2)[C:24]([CH3:25])([CH3:26])[CH3:27])[CH2:7][CH2:8][CH2:9]1.[CH3:34][O:35][C:36]([CH3:37])([CH3:38])[CH3:39].[CH3:40][CH2:41][O:42][CH2:43][CH3:44].[I+3:28]([O-:29])([O-:30])([O-:31])[O-:32].[Na+:33].[OH2:45]>>[CH2:1]([CH:2]=[O:29])[CH:4]1[CH2:5][CH:6]([O:10][Si:11]([c:12]2[cH:13][cH:14][cH:15][cH:16][cH:17]2)([c:18]2[cH:19][cH:20][cH:21][cH:22][cH:23]2)[C:24]([CH3:25])([CH3:26])[CH3:27])[CH2:7][CH2:8][CH2:9]1. Reactants: ClC1=C(C=CC=2C(=NOC21)C2=C(C=CC=C2)F)OCC#N ({[7-chloro-3-(2-fluorophenyl)-1,2-benzisoxazole-6-yl]oxy}acetonitrile), O (water), [N-]=[N+]=[N-].[Na+] (NaN3), [Al+3].[Cl-].[Cl-].[Cl-] (AlCl3). Solvent: C1CCOC1 (THF), C1CCOC1 (THF). The product is ClC1=C(C=CC=2C(=NOC21)C2=C(C=CC=C2)F)OCC2=NN=NN2 (7-chloro-3-(2-fluorophenyl)-6-{[5-tetrazolylmethyl]oxy}-1,2-benzisoxazole). Reaction SMILES: [N-:1]=[N+:2]=[N-:3].[Na+].[Al+3].[Cl-].[Cl-].[Cl-].[Cl:9][C:10]1[C:18]2[O:17][N:16]=[C:15]([C:19]3[CH:24]=[CH:23][CH:22]=[CH:21][C:20]=3[F:25])[C:14]=2[CH:13]=[CH:12][C:11]=1[O:26][CH2:27][C:28]#[N:29].O>C1COCC1>[Cl:9][C:10]1[C:18]2[O:17][N:16]=[C:15]([C:19]3[CH:24]=[CH:23][CH:22]=[CH:21][C:20]=3[F:25])[C:14]=2[CH:13]=[CH:12][C:11]=1[O:26][CH2:27][C:28]1[NH:29][N:3]=[N:2][N:1]=1 |f:0.1,2.3.4.5|. Procedure: 3.35 g NaN3 and 2.25 g of AlCl3 are stirred in 50 ml THF at reflux for 0.5 hour. A solution of 5 g {[7-chloro-3-(2-fluorophenyl)-1,2-benzisoxazole-6-yl]oxy}acetonitrile, of Example 50, in 50 ml THF is added and the reaction mixture is stirred at reflux for about 120 hours. To the reaction mixture is added water and the solvent is removed. The residue is treated with dilute HCl and extracted with CHCl3. Upon attempted extraction of the chloroform solution with 15% NaOH a precipitate forms which i... Reactants: CCOC(=O)NN, CC(=O)O, O=C(c1ccccc1)c1ccncc1. Yields the product CCOC(=O)NN=C(c1ccccc1)c1ccncc1. RXN SMILES: [CH2:15]([CH3:16])[O:17][C:18]([NH:19][NH2:20])=[O:21].[CH3:22][C:23](=[O:24])[OH:25].[n:1]1[cH:2][cH:3][c:4]([C:7](=[O:8])[c:9]2[cH:10][cH:11][cH:12][cH:13][cH:14]2)[cH:5][cH:6]1>>[n:1]1[cH:2][cH:3][c:4]([C:7]([c:9]2[cH:10][cH:11][cH:12][cH:13][cH:14]2)=[N:20][NH:19][C:18]([O:17][CH2:15][CH3:16])=[O:21])[cH:5][cH:6]1. Starting materials: C(C)(C)(C)[Si](O[C@H]1CC[C@H](CC1)N1C(CCC1)=O)(C)C (cis-1-[4-(tert-butyl-dimethyl-silanyloxy)-cyclohexyl]-pyrrolidin-2-one). The solvent is Cl (HCl), CCO (EtOH). Yields the product O[C@H]1CC[C@H](CC1)N1C(CCC1)=O (cis-1-(4-hydroxy-cyclohexyl)-pyrrolidin-2-one). Reaction SMILES: C([Si](C)(C)[O:6][C@@H:7]1[CH2:12][CH2:11][C@H:10]([N:13]2[CH2:17][CH2:16][CH2:15][C:14]2=[O:18])[CH2:9][CH2:8]1)(C)(C)C>Cl.CCO>[OH:6][C@@H:7]1[CH2:8][CH2:9][C@H:10]([N:13]2[CH2:17][CH2:16][CH2:15][C:14]2=[O:18])[CH2:11][CH2:12]1. Reported procedure: Heat a solution of cis-1-[4-(tert-butyl-dimethyl-silanyloxy)-cyclohexyl]-pyrrolidin-2-one (500 mg) in 5 mL of 1N HCl in EtOH to 45° C. for 1 h. Cool the mixture to room temp and concentrate. Dissolve the residue in NaHCO3 (10 mL) and CH2Cl2 (10 mL). Extract the aqueous layer two times with 10 mL of CH2Cl2. Dry the organic layer over Na2SO4, filter and concentrate. Purify the crude material by chromatography to yield the title compound: mass spectrum (m/z): 184 (M+1).